Dataset: the Open Reaction Database (ORD), a public repository of structured organic reaction records. Task: describe an organic reaction: reactants, conditions, products, and yield Starting materials: 7-[2-(6-{4-cyano-phen-1-yl}-3H-imidazo[4,5-b]pyridin-2-yl)-ethyl]-azepan-2-thione, compound A2, FC1=C(C=CC(=C1)C)NS(=O)(=O)C1=CC=C(C=C1)C=1C=C2C(=NC1)NC(=N2)CCC2NC(CCCC2)=O (N-(2-fluoro-4-methyl-phenyl)-4-{2-[2-(7-oxo-azepan-2-yl)-ethyl]-3H-imidazo[4,5-b]pyridin-6-yl}-benzenesulfonamide), FC1=C(C=CC(=C1)C)NS(=O)(=O)C1=CC=C(C=C1)C=1C=C2C(=NC1)NC(=N2)CCC2NC(CCCC2)=O (N-(2-fluoro-4-methyl-phenyl)-4-{2-[2-(7-oxo-azepan-2-yl)-ethyl]-3H-imidazo[4,5-b]pyridin-6-yl}-benzenesulfonamide), COC=1C=CC(=CC1)P2(=S)SP(=S)(S2)C=3C=CC(=CC3)OC (Lawesson's reagent). Run in O1CCOCC1 (dioxane). The product is FC1=C(C=CC(=C1)C)NS(=O)(=O)C1=CC=C(C=C1)C=1C=C2C(=NC1)NC(=N2)CCC2NC(CCCC2)=S (N-(2-Fluoro-4-methyl-phenyl)-4-{2-[2-(7-thioxo-azepan-2-yl)-ethyl]-3H-imidazo[4,5-b]pyridin-6-yl}-benzenesulfonamide). Yield: 57.1%. Reaction SMILES: [F:1][C:2]1[CH:7]=[C:6]([CH3:8])[CH:5]=[CH:4][C:3]=1[NH:9][S:10]([C:13]1[CH:18]=[CH:17][C:16]([C:19]2[CH:20]=[C:21]3[N:27]=[C:26]([CH2:28][CH2:29][CH:30]4[CH2:36][CH2:35][CH2:34][CH2:33][C:32](=O)[NH:31]4)[NH:25][C:22]3=[N:23][CH:24]=2)=[CH:15][CH:14]=1)(=[O:12])=[O:11].COC1C=CC(P2(SP(C3C=CC(OC)=CC=3)(=S)S2)=[S:47])=CC=1>O1CCOCC1>[F:1][C:2]1[CH:7]=[C:6]([CH3:8])[CH:5]=[CH:4][C:3]=1[NH:9][S:10]([C:13]1[CH:18]=[CH:17][C:16]([C:19]2[CH:20]=[C:21]3[N:27]=[C:26]([CH2:28][CH2:29][CH:30]4[CH2:36][CH2:35][CH2:34][CH2:33][C:32](=[S:47])[NH:31]4)[NH:25][C:22]3=[N:23][CH:24]=2)=[CH:15][CH:14]=1)(=[O:12])=[O:11]. Reported procedure: The title compound is analogously synthesized as described for 7-[2-(6-{4-cyano-phen-1-yl}-3H-imidazo[4,5-b]pyridin-2-yl)-ethyl]-azepan-2-thione (compound A2) from 180 mg of N-(2-fluoro-4-methyl-phenyl)-4-{2-[2-(7-oxo-azepan-2-yl)-ethyl]-3H-imidazo[4,5-b]pyridin-6-yl}-benzenesulfonamide (compound B8) and 146 mg of Lawesson's reagent at 100° C. for 3 hours in 20 ml of dioxane. Purification by chromatography on flash silica gel (eluent gradient: dichloromethane/0-10 vol. % ethanol) affords 106 mg ... Reactants: Clc1nc(N2CCSCC2)c2ncnc(SCc3ccccc3)c2n1, O=S1CCNCC1. Yields the product O=S1CCN(c2nc(N3CCSCC3)c3ncnc(SCc4ccccc4)c3n2)CC1. As a reaction SMILES: [CH2:1]([c:2]1[cH:3][cH:4][cH:5][cH:6][cH:7]1)[S:8][c:9]1[n:10][cH:11][n:12][c:13]2[c:14]1[n:15][c:16]([Cl:25])[n:17][c:18]2[N:19]1[CH2:20][CH2:21][S:22][CH2:23][CH2:24]1.[S:26]1(=[O:32])[CH2:27][CH2:28][NH:29][CH2:30][CH2:31]1>>[CH2:1]([c:2]1[cH:3][cH:4][cH:5][cH:6][cH:7]1)[S:8][c:9]1[n:10][cH:11][n:12][c:13]2[c:14]1[n:15][c:16]([N:29]1[CH2:28][CH2:27][S:26](=[O:32])[CH2:31][CH2:30]1)[n:17][c:18]2[N:19]1[CH2:20][CH2:21][S:22][CH2:23][CH2:24]1. Reactants: COC([C@@H](CC1=CC=C(C=C1)C1=CC(=C(C=C1)F)Cl)NC(=O)C=1C=C(C=CC1N)C1=CC=C(C=C1)C(F)(F)F)=O (2(R)-[(4-amino-4′-trifluoromethyl-biphenyl-3-carbonyl)-amino]-3-(3′-chloro-4′-fluoro-biphenyl-4-yl)-propionic acid methyl ester), C(C(C)C)(=O)Cl (isobutyryl chloride). Run in C(Cl)Cl (DCM). The product is COC([C@@H](CC1=CC=C(C=C1)C1=CC(=C(C=C1)F)Cl)NC(=O)C=1C=C(C=CC1NC(C(C)C)=O)C1=CC=C(C=C1)C(F)(F)F)=O (3-(3′-Chloro-4′-fluoro-biphenyl-4-yl)-(2R)-[(4-isobutyrylamino-4′-trifluoromethyl-biphenyl-3-carbonyl)-amino]-propionic acid methyl ester). Yield: 84.7%. Reaction SMILES: [CH3:1][O:2][C:3](=[O:40])[C@H:4]([NH:20][C:21]([C:23]1[CH:24]=[C:25]([C:30]2[CH:35]=[CH:34][C:33]([C:36]([F:39])([F:38])[F:37])=[CH:32][CH:31]=2)[CH:26]=[CH:27][C:28]=1[NH2:29])=[O:22])[CH2:5][C:6]1[CH:11]=[CH:10][C:9]([C:12]2[CH:17]=[CH:16][C:15]([F:18])=[C:14]([Cl:19])[CH:13]=2)=[CH:8][CH:7]=1.[C:41](Cl)(=[O:45])[CH:42]([CH3:44])[CH3:43]>C(Cl)Cl>[CH3:1][O:2][C:3](=[O:40])[C@H:4]([NH:20][C:21]([C:23]1[CH:24]=[C:25]([C:30]2[CH:31]=[CH:32][C:33]([C:36]([F:39])([F:38])[F:37])=[CH:34][CH:35]=2)[CH:26]=[CH:27][C:28]=1[NH:29][C:41](=[O:45])[CH:42]([CH3:44])[CH3:43])=[O:22])[CH2:5][C:6]1[CH:11]=[CH:10][C:9]([C:12]2[CH:17]=[CH:16][C:15]([F:18])=[C:14]([Cl:19])[CH:13]=2)=[CH:8][CH:7]=1. Procedure details: To 20 mg (0.035 mmol) of 2(R)-[(4-amino-4′-trifluoromethyl-biphenyl-3-carbonyl)-amino]-3-(3′-chloro-4′-fluoro-biphenyl-4-yl)-propionic acid methyl ester in 1 mL of DCM was added 12 mg (0.11 mmol) of isobutyryl chloride following general procedure M to give the title compound (19 mg). Starting materials: [Br-], CCc1cccc(S(N)(=O)=O)c1N, CC#N, CS(C)=O, CCOC(C)=O, O=C1CCC(=O)N1Cl, [K+], O=C1CCC(=O)N1. Yields the product CCc1cc(Cl)cc(S(N)(=O)=O)c1N. As a reaction SMILES: [Br-:29].[CH2:1]([CH3:2])[c:3]1[c:4]([NH2:13])[c:5]([S:9](=[O:10])(=[O:11])[NH2:12])[cH:6][cH:7][cH:8]1.[CH3:31][C:32]#[N:33].[CH3:34][S:35]([CH3:36])=[O:37].[CH3:38][CH2:39][O:40][C:41](=[O:42])[CH3:43].[Cl:14][N:15]1[C:16](=[O:17])[CH2:18][CH2:19][C:20]1=[O:21].[K+:30].[O:22]=[C:23]1[NH:24][C:25](=[O:26])[CH2:27][CH2:28]1>>[CH2:1]([CH3:2])[c:3]1[c:4]([NH2:13])[c:5]([S:9](=[O:10])(=[O:11])[NH2:12])[cH:6][c:7]([Cl:14])[cH:8]1. The reactants are CCO, [Na+], [OH-], COC(=O)COc1cccc(CC2CCC=C2c2nc(-c3ccccc3)c(-c3ccccc3)o2)c1. The product is [Na+], O=C([O-])COc1cccc(CC2CCC=C2c2nc(-c3ccccc3)c(-c3ccccc3)o2)c1. RXN SMILES: [CH3:38][CH2:39][OH:40].[Na+:37].[OH-:36].[c:1]1(-[c:7]2[n:8][c:9]([C:18]3=[CH:22][CH2:21][CH2:20][CH:19]3[CH2:23][c:24]3[cH:25][c:26]([O:27][CH2:28][C:29](=[O:30])[O:31][CH3:32])[cH:33][cH:34][cH:35]3)[o:10][c:11]2-[c:12]2[cH:13][cH:14][cH:15][cH:16][cH:17]2)[cH:2][cH:3][cH:4][cH:5][cH:6]1>>[Na+:37].[c:1]1(-[c:7]2[n:8][c:9]([C:18]3=[CH:22][CH2:21][CH2:20][CH:19]3[CH2:23][c:24]3[cH:25][c:26]([O:27][CH2:28][C:29](=[O:30])[O-:31])[cH:33][cH:34][cH:35]3)[o:10][c:11]2-[c:12]2[cH:13][cH:14][cH:15][cH:16][cH:17]2)[cH:2][cH:3][cH:4][cH:5][cH:6]1. Starting materials: C1CCNCC1, Cc1c(C=O)[nH]c2ccccc12, Cc1ccc2c(c1)CC(=O)N2, CCO. The product is Cc1ccc2c(c1)C(=Cc1[nH]c3ccccc3c1C)C(=O)N2. RXN SMILES: [CH2:24]1[CH2:25][CH2:26][NH:27][CH2:28][CH2:29]1.[CH3:12][c:13]1[c:14]([CH:22]=[O:23])[nH:15][c:16]2[cH:17][cH:18][cH:19][cH:20][c:21]12.[CH3:1][c:2]1[cH:3][c:4]2[c:8]([cH:9][cH:10]1)[NH:7][C:6](=[O:11])[CH2:5]2.[CH3:30][CH2:31][OH:32]>>[CH3:1][c:2]1[cH:3][c:4]2[c:8]([cH:9][cH:10]1)[NH:7][C:6](=[O:11])[C:5]2=[CH:22][c:14]1[c:13]([CH3:12])[c:21]2[c:16]([nH:15]1)[cH:17][cH:18][cH:19][cH:20]2. Yield: 77.0%. Reported procedure: Combine 4-(4-Formyl-phenoxy)-benzonitrile (3.6 g, 16.1 mmol), dimethylsulfoxide (25 mL), potassium carbonate (2.1 g, 15.2 mmol), and 3 mL of 30% hydrogen peroxide solution. Stir 18 h at ambient temperature. Dilute with 100 mL of water, extract with ethyl acetate (3×100 mL). Wash the organic phase with 100 mL of water, and 50 mL of brine. Dry the organic phase over sodium sulfate, filter, and concentrate under vacuum. Purify via a Biotage Flash 40L system using 75:25 hexanes/ethyl acetate as elut... RXN SMILES: [CH:1]([C:3]1[CH:17]=[CH:16][C:6]([O:7][C:8]2[CH:15]=[CH:14][C:11]([C:12]#[N:13])=[CH:10][CH:9]=2)=[CH:5][CH:4]=1)=[O:2].CS(C)=[O:20].C(=O)([O-])[O-].[K+].[K+].OO>O>[CH:1]([C:3]1[CH:17]=[CH:16][C:6]([O:7][C:8]2[CH:15]=[CH:14][C:11]([C:12]([NH2:13])=[O:20])=[CH:10][CH:9]=2)=[CH:5][CH:4]=1)=[O:2] |f:2.3.4|. Conditions: time 18 hour. Yields the product C(=O)C1=CC=C(OC2=CC=C(C(=O)N)C=C2)C=C1 (4-(4-Formyl-phenoxy)-benzamide). Starting materials: C(=O)C1=CC=C(OC2=CC=C(C#N)C=C2)C=C1 (4-(4-Formyl-phenoxy)-benzonitrile), OO (hydrogen peroxide), CS(=O)C (dimethylsulfoxide), C([O-])([O-])=O.[K+].[K+] (potassium carbonate). Run in O (water). Starting materials: CC(C)(C)[Si](C)(C)Cl, O=C(OCc1ccccc1)c1ccc(OCc2ccccc2)c(O)c1, ClCCl, O, c1c[nH]cn1. Yields the product CC(C)(C)[Si](C)(C)Oc1cc(C(=O)OCc2ccccc2)ccc1OCc1ccccc1. RXN SMILES: [C:1]([CH3:2])([CH3:3])([CH3:4])[Si:5]([CH3:6])([CH3:7])[Cl:8].[CH2:9]([c:10]1[cH:11][cH:12][cH:13][cH:14][cH:15]1)[O:16][c:17]1[c:18]([OH:33])[cH:19][c:20]([C:21](=[O:22])[O:23][CH2:24][c:25]2[cH:26][cH:27][cH:28][cH:29][cH:30]2)[cH:31][cH:32]1.[Cl:40][CH2:41][Cl:42].[OH2:39].[nH:34]1[cH:35][cH:36][n:37][cH:38]1>>[C:1]([CH3:2])([CH3:3])([CH3:4])[Si:5]([CH3:6])([CH3:7])[O:33][c:18]1[c:17]([O:16][CH2:9][c:10]2[cH:11][cH:12][cH:13][cH:14][cH:15]2)[cH:32][cH:31][c:20]([C:21](=[O:22])[O:23][CH2:24][c:25]2[cH:26][cH:27][cH:28][cH:29][cH:30]2)[cH:19]1. Product: Cn1ncc([N+](=O)[O-])c1N1CCCNCC1. Reaction SMILES: [CH3:1][n:2]1[n:3][cH:4][c:5]([N+:21](=[O:22])[O-:23])[c:6]1[N:7]1[CH2:8][CH2:9][N:10]([C:14]([O:15][C:16]([CH3:17])([CH3:18])[CH3:19])=[O:20])[CH2:11][CH2:12][CH2:13]1.[Cl:24][CH2:25][Cl:26].[F:27][C:28]([F:29])([F:30])[C:31]([OH:32])=[O:33]>>[CH3:1][n:2]1[n:3][cH:4][c:5]([N+:21](=[O:22])[O-:23])[c:6]1[N:7]1[CH2:8][CH2:9][NH:10][CH2:11][CH2:12][CH2:13]1. Reactants: Cn1ncc([N+](=O)[O-])c1N1CCCN(C(=O)OC(C)(C)C)CC1, ClCCl, O=C(O)C(F)(F)F. The reactants are C1CCCCC1.C(C)(=O)OCC (cyclohexane ethyl acetate), CC1(CC(=O)OC(C1)=O)C (3,3-dimethylglutaric anhydride), crude residue, 3,4-(methlyeneoxy)phenylmagnesium bromide. Solvent: O1CCCC1 (tetrahydrofuran). Reaction conditions: time 30 minute. Product: O1COC2=C1C=CC(=C2)C(CC(CC(=O)O)(C)C)=O (5-(1,3-benzodioxol-5-yl)-3,3-dimethyl-5-oxopentanoic acid). Yield: 19.0%. Reaction SMILES: [CH3:1][C:2]1([CH3:10])[CH2:8][C:7](=[O:9])[O:6][C:4](=[O:5])[CH2:3]1.[CH2:11]1[CH2:16][CH2:15][CH2:14][CH2:13][CH2:12]1.[C:17]([O:20]CC)(=[O:19])C>O1CCCC1>[O:19]1[C:12]2[CH:13]=[CH:14][C:15]([C:7](=[O:9])[CH2:8][C:2]([CH3:1])([CH3:10])[CH2:3][C:4]([OH:6])=[O:5])=[CH:16][C:11]=2[O:20][CH2:17]1 |f:1.2|. Reported procedure: Cool a solution of 3,3-dimethylglutaric anhydride (5.16 g, 36.3 mmol) in tetrahydrofuran to about 0° C. using an ice water bath. Add 3,4-(methlyeneoxy)phenylmagnesium bromide (1M solution in tetrahydrofuran, 40 mL, 40.0 mmol) quickly under a flow of nitrogen gas. Stir for 30 min, then allow to warm to room temperature over a period of 1 h. Quench with saturated ammonium chloride solution. Dilute with water and ethyl acetate, separate the aqueous layer (pH=8-9) and then acidify using 1N HCl (pH=4...